Dataset: the Open Reaction Database (ORD), a public repository of structured organic reaction records. Task: describe an organic reaction: reactants, conditions, products, and yield Starting materials: CN(C)C=O, CN(C1CCC2CN(S(=O)(=O)c3ccc(C(F)(F)F)cc3)CC21)S(=O)(=O)c1ccccc1[N+](=O)[O-], C1CCC2=NCCCN2CC1, [Na+], O=C([O-])O, OCCS. The product is CNC1CCC2CN(S(=O)(=O)c3ccc(C(F)(F)F)cc3)CC21. As a reaction SMILES: [CH3:56][N:57]([CH3:58])[CH:59]=[O:60].[CH3:5][N:6]([S:7]([c:8]1[cH:9][cH:10][cH:11][cH:12][c:13]1[N+:14]([O-:15])=[O:16])(=[O:17])=[O:18])[CH:19]1[CH2:20][CH2:21][CH:22]2[CH2:23][N:24]([S:27](=[O:28])(=[O:29])[c:30]3[cH:31][cH:32][c:33]([C:36]([F:37])([F:38])[F:39])[cH:34][cH:35]3)[CH2:25][CH:26]12.[N:40]12[CH2:41][CH2:42][CH2:43][N:44]=[C:45]1[CH2:46][CH2:47][CH2:48][CH2:49][CH2:50]2.[Na+:55].[O-:51][C:52]([OH:53])=[O:54].[SH:1][CH2:2][CH2:3][OH:4]>>[CH3:5][NH:6][CH:19]1[CH2:20][CH2:21][CH:22]2[CH2:23][N:24]([S:27](=[O:28])(=[O:29])[c:30]3[cH:31][cH:32][c:33]([C:36]([F:37])([F:38])[F:39])[cH:34][cH:35]3)[CH2:25][CH:26]12.